Dataset: the Open Reaction Database (ORD), a public repository of structured organic reaction records. Task: describe an organic reaction: reactants, conditions, products, and yield The reactants are FC1=C(C(=O)N(C)C)C=C(C=C1F)I (2,3-Difluoro-5-iodo-N,N-dimethyl-benzamide), NCC1=CC=NC=C1 (4-(aminomethyl)-pyridine), C(C)(C)N(CC)C(C)C (di-iso-propylethylamine). The solvent is O1CCOCC1 (dioxane). Reaction conditions: temperature 75 celsius, time 18 hour. The product is FC=1C(=C(C(=O)N(C)C)C=C(C1)I)NCC1=CC=NC=C1 (3-fluoro-5-iodo-N,N-dimethyl-2-[(pyridin-4-ylmethyl)-amino]-benzamide). The yield is 99.9%. Reaction SMILES: F[C:2]1[C:12]([F:13])=[CH:11][C:10]([I:14])=[CH:9][C:3]=1[C:4]([N:6]([CH3:8])[CH3:7])=[O:5].[NH2:15][CH2:16][C:17]1[CH:22]=[CH:21][N:20]=[CH:19][CH:18]=1.C(N(C(C)C)CC)(C)C>O1CCOCC1>[F:13][C:12]1[C:2]([NH:15][CH2:16][C:17]2[CH:22]=[CH:21][N:20]=[CH:19][CH:18]=2)=[C:3]([CH:9]=[C:10]([I:14])[CH:11]=1)[C:4]([N:6]([CH3:8])[CH3:7])=[O:5]. Procedure: 2,3-Difluoro-5-iodo-N,N-dimethyl-benzamide (507, 1.63 mmol), 4-(aminomethyl)-pyridine (1.8 ml, 17.73 mmol), di-iso-propylethylamine (0.31 ml, 1.78 mmol), and dioxane (3 ml) were combined and stirred for 18 hours at 75° C. The reaction mixture was concentrated in vacuo to give approximately 650 mg of crude 3-fluoro-5-iodo-N,N-dimethyl-2-[(pyridin-4-ylmethyl)-amino]-benzamide, which was used directly in the next step. MS: m/z 400.2 (M+H+). The reactants are ClCCl, Cl, CC(NC(=O)OC(C)(C)C)C1CCC(O)CC1. Product: CC(N)C1CCC(O)CC1. As a reaction SMILES: [Cl:19][CH2:20][Cl:21].[ClH:18].[OH:1][CH:2]1[CH2:3][CH2:4][CH:5]([CH:8]([CH3:9])[NH:10][C:11](=[O:12])[O:13][C:14]([CH3:15])([CH3:16])[CH3:17])[CH2:6][CH2:7]1>>[OH:1][CH:2]1[CH2:3][CH2:4][CH:5]([CH:8]([CH3:9])[NH2:10])[CH2:6][CH2:7]1.